This data is from the Open Reaction Database (ORD), a public repository of structured organic reaction records. The task is: describe an organic reaction: reactants, conditions, products, and yield Starting materials: C(C)OC1=C(C(=C(C=O)C=C1)F)F (4-ethoxy-2,3-difluorobenzaldehyde), NOS(=O)(=O)O (hydroxylamine-O-sulfonic acid). Solvent: O (water), O (water). Run at temperature 65 celsius, time 1 hour. Product: C(C)OC1=C(C(=C(C#N)C=C1)F)F (4-Ethoxy-2,3-difluorobenzonitrile). Reaction SMILES: [NH2:1]OS(O)(=O)=O.[CH2:7]([O:9][C:10]1[CH:17]=[CH:16][C:13]([CH:14]=O)=[C:12]([F:18])[C:11]=1[F:19])[CH3:8]>O>[CH2:7]([O:9][C:10]1[CH:17]=[CH:16][C:13]([C:14]#[N:1])=[C:12]([F:18])[C:11]=1[F:19])[CH3:8]. Reported procedure: A mixture of 0.12 mol of hydroxylamine-O-sulfonic acid and 50 ml of water is added to a mixture of 0.1 mol of 4-ethoxy-2,3-difluorobenzaldehyde and 100 ml of water at 30° C. and the mixture is stirred for 1 hour. After heating at 65° C. for 2 hours and customary working up, the nitrile is obtained as a colourless solid, mp. 45° C. Reactants: C(C)(C)(C)OC(NCC#C)=O (prop-2-ynyl-carbamic acid tert-butyl ester), C(C)(C)[N-]C(C)C.[Li+] (lithium diisopropylamide), FC(C(=O)C)(F)F (1,1,1-Trifluoroacetone), [NH4+].[Cl-] (NH4Cl). Solvent: O1CCCC1 (tetrahydrofuran). Reaction conditions: temperature -78 celsius, time 2 hour. Product: EtOAc hexanes, C(C)(C)(C)OC(NCC#CC(C(F)(F)F)(C)O)=O ((5,5,5-trifluoro-4-hydroxy-4-methyl-pent-2-ynyl)-carbamic acid tert-butyl ester). The yield is 20.0%. As a reaction SMILES: [C:1]([O:5][C:6](=[O:11])[NH:7][CH2:8][C:9]#[CH:10])([CH3:4])([CH3:3])[CH3:2].C([N-]C(C)C)(C)C.[Li+].[F:20][C:21]([F:26])([F:25])[C:22]([CH3:24])=[O:23].[NH4+].[Cl-]>O1CCCC1>[C:1]([O:5][C:6](=[O:11])[NH:7][CH2:8][C:9]#[C:10][C:22]([OH:23])([CH3:24])[C:21]([F:26])([F:25])[F:20])([CH3:4])([CH3:3])[CH3:2] |f:1.2,4.5|. Reported procedure: To a solution of prop-2-ynyl-carbamic acid tert-butyl ester (0.646 g, 4.16 mmol) in 15 mL of tetrahydrofuran at −78° C. was added lithium diisopropylamide (2.0 M solution in heptane/THF/EtPh, 4.6 mL, 9.2 mmol) all at once. The orange solution was stirred at −78° C. for 2 h, at which point it is a cloudy yellow mixture. 1,1,1-Trifluoroacetone (0.5 mL, 5 mmol) was added all at once, and the yellow mixture was stirred, allowing to slowly warm to RT, for 17.5 h. A sat. aq. NH4Cl solution (30 mL) was... Starting materials: ClC1=NC=NC2=CC(=C(C=C12)OC)OCCCN1CCCC1 (4-chloro-6-methoxy-7-(3-(pyrrolidin-1-yl)propoxy)quinazoline), CC1(NC2=CC=C(C=C2C(=C1)C)O)C (2,2,4-trimethyl-1,2-dihydroquinolin-6-ol). The product is COC=1C=C2C(=NC=NC2=CC1OCCCN1CCCC1)OC=1C=C2C(=CC(NC2=CC1)(C)C)C (6-methoxy-7-(3-(pyrrolidin-1-yl)propoxy)-4-(2,2,4-trimethyl-1,2-dihydroquinolin-6-yloxy)quinazoline). Yield: 37.9%. RXN SMILES: Cl[C:2]1[C:11]2[C:6](=[CH:7][C:8]([O:14][CH2:15][CH2:16][CH2:17][N:18]3[CH2:22][CH2:21][CH2:20][CH2:19]3)=[C:9]([O:12][CH3:13])[CH:10]=2)[N:5]=[CH:4][N:3]=1.[CH3:23][C:24]1([CH3:36])[CH:33]=[C:32]([CH3:34])[C:31]2[C:26](=[CH:27][CH:28]=[C:29]([OH:35])[CH:30]=2)[NH:25]1>>[CH3:13][O:12][C:9]1[CH:10]=[C:11]2[C:6](=[CH:7][C:8]=1[O:14][CH2:15][CH2:16][CH2:17][N:18]1[CH2:22][CH2:21][CH2:20][CH2:19]1)[N:5]=[CH:4][N:3]=[C:2]2[O:35][C:29]1[CH:30]=[C:31]2[C:26](=[CH:27][CH:28]=1)[NH:25][C:24]([CH3:36])([CH3:23])[CH:33]=[C:32]2[CH3:34]. Procedure: Using a procedure analogous to that described for Example 9, 4-chloro-6-methoxy-7-(3-(pyrrolidin-1-yl)propoxy)quinazoline (0.13 g, 0.4 mol), (prepared as described for the starting material in Example 9), was reacted with 2,2,4-trimethyl-1,2-dihydroquinolin-6-ol (95 mg, 0.5 mmol), (IZV. ACAD. NAVK. SSSR. Ser. Khim. 1981, 9, 2008), to give 6-methoxy-7-(3-(pyrrolidin-1-yl)propoxy)-4-(2,2,4-trimethyl-1,2-dihydroquinolin-6-yloxy)quinazoline (90 mg, 47%). Starting materials: FC1=C(C=CC(=N1)N)CC1=CNC2=NC=C(C=C21)C (6-fluoro-5-(5-methyl-1H-pyrrolo[2,3-b]pyridin-3-ylmethyl)-pyridin-2-ylamine), C1(CCCCC1)=O (cyclohexanone), C(C)[SiH](CC)CC (triethylsilane), FC(C(=O)O)(F)F (trifluoroacetic acid). The solvent is C(C)#N (acetonitrile). Run at temperature 80 celsius, time 8 hour. Product: C1(CCCCC1)NC1=NC(=C(C=C1)CC1=CNC2=NC=C(C=C21)C)F (cyclohexyl-[6-fluoro-5-(5-methyl-1H-pyrrolo[2,3-b]pyridin-3-ylmethyl)-pyridin-2-yl]-amine). Yield: 87.1%. RXN SMILES: [F:1][C:2]1[N:7]=[C:6]([NH2:8])[CH:5]=[CH:4][C:3]=1[CH2:9][C:10]1[C:18]2[C:13](=[N:14][CH:15]=[C:16]([CH3:19])[CH:17]=2)[NH:12][CH:11]=1.[C:20]1(=O)[CH2:25][CH2:24][CH2:23][CH2:22][CH2:21]1.C([SiH](CC)CC)C.FC(F)(F)C(O)=O>C(#N)C>[CH:20]1([NH:8][C:6]2[CH:5]=[CH:4][C:3]([CH2:9][C:10]3[C:18]4[C:13](=[N:14][CH:15]=[C:16]([CH3:19])[CH:17]=4)[NH:12][CH:11]=3)=[C:2]([F:1])[N:7]=2)[CH2:25][CH2:24][CH2:23][CH2:22][CH2:21]1. Reported procedure: To 6-fluoro-5-(5-methyl-1H-pyrrolo[2,3-b]pyridin-3-ylmethyl)-pyridin-2-ylamine (49, 100 mg, 0.39 mmol) and cyclohexanone (67, 0.0465 mL, 0.449 mmol) in 3.00 mL of acetonitrile, triethylsilane (0.400 mL, 2.50 mmol) and trifluoroacetic acid (0.300 mL, 3.89 mmol) were added. The reaction was stirred at 80° C. overnight, then extracting with ethyl acetate and 1N aqueous sodium bicarbonate. The organic layer was washed with brine, dried with magnesium sulfate, filtered and the filtrate concentrated u... The reactants are C([O-])([O-])=O.[K+].[K+] (potassium carbonate), Cl (hydrochloric acid), C1=C(C=C(C=C1C(F)(F)F)O)C(F)(F)F (3,5-ditrifluoromethylphenol), [OH-].[Na+] (sodium hydroxide), BrCC(=O)O (bromoacetic acid). The solvent is O (water), O (water), O (water). Conditions: temperature 0 celsius. The product is FC(C=1C=C(OCC(=O)O)C=C(C1)C(F)(F)F)(F)F ([3,5-bis(trifluoromethyl)phenoxy]acetic acid). Isolated yield 80.0%. RXN SMILES: [CH:1]1[C:6]([C:7]([F:10])([F:9])[F:8])=[CH:5][C:4]([OH:11])=[CH:3][C:2]=1[C:12]([F:15])([F:14])[F:13].[OH-].[Na+].Br[CH2:19][C:20]([OH:22])=[O:21].C(=O)([O-])[O-].[K+].[K+].Cl>O>[F:15][C:12]([F:13])([F:14])[C:2]1[CH:3]=[C:4]([CH:5]=[C:6]([C:7]([F:9])([F:8])[F:10])[CH:1]=1)[O:11][CH2:19][C:20]([OH:22])=[O:21] |f:1.2,4.5.6|. Procedure details: To a stirred solution containing 115 g (0.50 mole) of 3,5-ditrifluoromethylphenol, 44 g (0.55 mole) of 50% aqueous sodium hydroxide and 500 ml of water, 76.4 g (0.55 mole) of bromoacetic acid in 250 ml of water neutralized with 38.7 g of potassium carbonate to pH=9 was added in one portion. The stirred reaction mixture was heated at 80°-90° C. for 24 hours. After cooling to 0° C., 60 g (0.60 mole) of concentrated hydrochloric acid in 500 ml of water was added dropwise to the solution. After stir... The reactants are N1=C2C(=CC=C1)CC1=C(O2)C=CC(=C1)C(=O)OC(C)C (isopropyl 5H-[1]benzopyrano[ 2,3-b]pyridine-7-carboxylate), Cl (hydrochloric acid). Solvent: C(C)(=O)O (acetic acid). Yields the product N1=C2C(=CC=C1)CC1=C(O2)C=CC(=C1)C(=O)O (5H-[1]benzopyrano[2,3-b]pyridine-7-carboxylic acid). The yield is 87.1%. As a reaction SMILES: [N:1]1[CH:6]=[CH:5][CH:4]=[C:3]2[CH2:7][C:8]3[CH:14]=[C:13]([C:15]([O:17]C(C)C)=[O:16])[CH:12]=[CH:11][C:9]=3[O:10][C:2]=12.Cl>C(O)(=O)C>[N:1]1[CH:6]=[CH:5][CH:4]=[C:3]2[CH2:7][C:8]3[CH:14]=[C:13]([C:15]([OH:17])=[O:16])[CH:12]=[CH:11][C:9]=3[O:10][C:2]=12. Reported procedure: A mixture of 3.4 g of isopropyl 5H-[1]benzopyrano[ 2,3-b]pyridine-7-carboxylate, 7 ml of concentrated hydrochloric acid and 17 ml of acetic acid is heated under reflux on an oil bath for 3 hours. The reaction mixture is concentrated, and a small amount of water is added to the residue. The mixture is adjusted to pH 2-3 by addition of 10% sodium hydroxide. The crystalline precipitate is filtered off and recrystallized from acetic acid to give 2.5 g of 5H-[1]benzopyrano[2,3-b]pyridine-7-carboxylic... The solvent is C(Cl)Cl (DCM), C1(=CC=CC=C1)C (toluene). Reported procedure: Acetyl chloride (11.7 ml) was added dropwise to a stirred solution of (R)-2-hydroxy-2-methyl-3,3,3-trifluoropropanoic acid (10 g) (Method 9) in toluene (100 ml) cooled in an ice bath. The mixture was then heated to 80° C. and the suspension dissolved to give a clear solution. After 2 hours the reaction mixture was cooled and then concentrated to give an oil. This oil was then redissolved in DCM (140 ml) and DMF (4 drops) was added followed by oxalyl chloride (6 ml). The solution bubbled vigorous... As a reaction SMILES: [C:1](Cl)(=[O:3])[CH3:2].[OH:5][C@@:6]([CH3:14])([C:10]([F:13])([F:12])[F:11])[C:7](O)=[O:8].C(Cl)(=O)C([Cl:18])=O>C1(C)C=CC=CC=1.C(Cl)Cl.CN(C=O)C>[C:1]([O:5][C@@:6]([CH3:14])([C:10]([F:13])([F:12])[F:11])[C:7]([Cl:18])=[O:8])(=[O:3])[CH3:2]. Reactants: C(C)(=O)Cl (Acetyl chloride), O[C@](C(=O)O)(C(F)(F)F)C ((R)-2-hydroxy-2-methyl-3,3,3-trifluoropropanoic acid), C(C(=O)Cl)(=O)Cl (oxalyl chloride). Run at temperature 80 celsius, time 15 hour. Reagents/catalysts: CN(C)C=O (DMF). Product: C(C)(=O)O[C@](C(=O)Cl)(C(F)(F)F)C ((S)-2-Acetoxy-2-methyl-3,3,3-trifluoropropanoyl chloride). Reactants: CCO, CCOC(=O)CCCCCI, [K+], [OH-], O, Cc1cc(=O)c(O)c(CO)o1. The product is CCOC(=O)CCCCCOc1c(CO)oc(C)cc1=O. As a reaction SMILES: [CH3:25][CH2:26][OH:27].[I:14][CH2:15][CH2:16][CH2:17][CH2:18][CH2:19][C:20](=[O:21])[O:22][CH2:23][CH3:24].[K+:2].[OH-:1].[OH2:28].[OH:3][CH2:4][c:5]1[o:6][c:7]([CH3:13])[cH:8][c:9](=[O:12])[c:10]1[OH:11]>>[OH:3][CH2:4][c:5]1[o:6][c:7]([CH3:13])[cH:8][c:9](=[O:12])[c:10]1[O:11][CH2:15][CH2:16][CH2:17][CH2:18][CH2:19][C:20](=[O:21])[O:22][CH2:23][CH3:24]. The reactants are Intermediate 2, COC1=CC=C(C=C1)[C@H](C)NCCC1(CCC2(OCC(CO2)(C)C)CC1)O (9-{2-[(S)-1-(4-methoxy-phenyl)-ethylamino]-ethyl}-3,3-dimethyl-1,5-dioxa-spiro[5.5]undecan-9-ol), ClC(Cl)(OC(OC(Cl)(Cl)Cl)=O)Cl (triphosgene). Yields the product COC1=CC=C(C=C1)[C@H](C)N1C(OC2(CC1)CCC(CC2)=O)=O (3-[(S)-1-(4-Methoxy-phenyl)-ethyl]-1-oxa-3-aza-spiro[5.5]undecane-2,9-dione), COC1=CC=C(C=C1)[C@H](C)N1C(OC2(CC1)CCC1(OCC(CO1)(C)C)CC2)=O (3-[(S)-1-(4-methoxy-phenyl)-ethyl]-12,12-dimethyl-1,10,14-trioxa-3-aza-dispiro[5.2.5.2]hexadecan-2-one). The yield is 27.0%. As a reaction SMILES: [CH3:1][O:2][C:3]1[CH:8]=[CH:7][C:6]([C@@H:9]([NH:11][CH2:12][CH2:13][C:14]2([OH:27])[CH2:26][CH2:25][C:17]3([O:22][CH2:21][C:20]([CH3:24])([CH3:23])[CH2:19][O:18]3)[CH2:16][CH2:15]2)[CH3:10])=[CH:5][CH:4]=1.Cl[C:29](Cl)([O:31]C(=O)OC(Cl)(Cl)Cl)Cl>>[CH3:1][O:2][C:3]1[CH:4]=[CH:5][C:6]([C@@H:9]([N:11]2[CH2:12][CH2:13][C:14]3([CH2:15][CH2:16][C:17](=[O:22])[CH2:25][CH2:26]3)[O:27][C:29]2=[O:31])[CH3:10])=[CH:7][CH:8]=1.[CH3:1][O:2][C:3]1[CH:8]=[CH:7][C:6]([C@@H:9]([N:11]2[CH2:12][CH2:13][C:14]3([CH2:15][CH2:16][C:17]4([O:18][CH2:19][C:20]([CH3:23])([CH3:24])[CH2:21][O:22]4)[CH2:25][CH2:26]3)[O:27][C:29]2=[O:31])[CH3:10])=[CH:5][CH:4]=1. Procedure: The title compound is prepared from 9-{2-[(S)-1-(4-methoxy-phenyl)-ethylamino]-ethyl}-3,3-dimethyl-1,5-dioxa-spiro[5.5]undecan-9-ol and triphosgene following a procedure analogous to that described in Step 4 of Intermediate 2; besides the title compound the intermediate 3-[(S)-1-(4-methoxy-phenyl)-ethyl]-12,12-dimethyl-1,10,14-trioxa-3-aza-dispiro[5.2.5.2]hexadecan-2-one (27% of theory) is also isolated. Yield: 38% of theory; LC (method 4): tR=1.41 min; Mass spectrum (ESI+): m/z=318 [m+H]+.